Dataset: the Open Reaction Database (ORD), a public repository of structured organic reaction records. Task: describe an organic reaction: reactants, conditions, products, and yield The reactants are CCCCCCCCCCC(C)(C)C(=O)Nc1c(C)c([N+](=O)[O-])c(C)c2c1OC(C)(C)C2, CCO. RXN SMILES: [CH3:1][C:2]1([CH3:32])[O:3][c:4]2[c:5]([c:7]([CH3:31])[c:8]([N+:28]([O-:29])=[O:30])[c:9]([CH3:27])[c:10]2[NH:11][C:12]([C:13]([CH2:14][CH2:15][CH2:16][CH2:17][CH2:18][CH2:19][CH2:20][CH2:21][CH2:22][CH3:23])([CH3:24])[CH3:25])=[O:26])[CH2:6]1.[CH3:33][CH2:34][OH:35]>>[CH3:1][C:2]1([CH3:32])[O:3][c:4]2[c:5]([c:7]([CH3:31])[c:8]([NH2:28])[c:9]([CH3:27])[c:10]2[NH:11][C:12]([C:13]([CH2:14][CH2:15][CH2:16][CH2:17][CH2:18][CH2:19][CH2:20][CH2:21][CH2:22][CH3:23])([CH3:24])[CH3:25])=[O:26])[CH2:6]1. The product is CCCCCCCCCCC(C)(C)C(=O)Nc1c(C)c(N)c(C)c2c1OC(C)(C)C2. The reactants are C(C=CC1=CC=CC=C1)=O (cinnamaldehyde), C(C)(C)[N-]C(C)C.[Li+] (lithium diisopropylamide), CC1=C(N=C(C(=N1)C)C)C (tetramethylpyrazine). Solvent: O1CCCC1 (tetrahydrofuran), O1CCCC1 (tetrahydrofuran), O1CCCC1 (tetrahydrofuran). The product is OC(CC1=NC(=C(N=C1C)C)C)C=CC1=CC=CC=C1 (2-(2-Hydroxy-4-phenyl-3-buten-1-yl)-3,5,6-trimethylpyrazine). RXN SMILES: C([N-]C(C)C)(C)C.[Li+].[CH3:9][C:10]1[N:15]=[C:14]([CH3:16])[C:13]([CH3:17])=[N:12][C:11]=1[CH3:18].[CH:19](=[O:28])[CH:20]=[CH:21][C:22]1[CH:27]=[CH:26][CH:25]=[CH:24][CH:23]=1>O1CCCC1>[OH:28][CH:19]([CH:20]=[CH:21][C:22]1[CH:27]=[CH:26][CH:25]=[CH:24][CH:23]=1)[CH2:18][C:11]1[C:10]([CH3:9])=[N:15][C:14]([CH3:16])=[C:13]([CH3:17])[N:12]=1 |f:0.1|. Procedure details: To a solution of lithium diisopropylamide (1.5 Molar, 73.3 mL, 0.11 mole) in 150 mL of tetrahydrofuran at -78° C. is added slowly a solution of tetramethylpyrazine (13.6 g, 0.1 mole) in 100 mL of tetrahydrofuran. The mixture is allowed to warm to room temperature and then cooled to -78° C. A solution of cinnamaldehyde (14.5 g, 0.11 mole) in 100 mL of tetrahydrofuran is added dropwise over 15 minutes. The reaction product mixture is then worked up according to the procedures of Example I to provi... The reactants are CCOC(=O)C1(NC(=O)c2c(C)cc(C)nc2N(C)CC)Cc2ccccc2C1, C1COCCO1, CO, O. Product: CCN(C)c1nc(C)cc(C)c1C(=O)NC1(C(=O)O)Cc2ccccc2C1. RXN SMILES: [CH2:1]([CH3:2])[O:3][C:4](=[O:5])[C:6]1([NH:15][C:16](=[O:17])[c:18]2[c:19]([N:26]([CH3:27])[CH2:28][CH3:29])[n:20][c:21]([CH3:25])[cH:22][c:23]2[CH3:24])[CH2:7][c:8]2[cH:9][cH:10][cH:11][cH:12][c:13]2[CH2:14]1.[CH2:30]1[O:31][CH2:32][CH2:33][O:34][CH2:35]1.[CH3:36][OH:37].[OH2:38]>>[O:3]=[C:4]([OH:5])[C:6]1([NH:15][C:16](=[O:17])[c:18]2[c:19]([N:26]([CH3:27])[CH2:28][CH3:29])[n:20][c:21]([CH3:25])[cH:22][c:23]2[CH3:24])[CH2:7][c:8]2[cH:9][cH:10][cH:11][cH:12][c:13]2[CH2:14]1. Isolated yield 96.9%. Reactants: CS(=O)(=O)OCCC=1C=CC=2C(=NON2)C1 (5-[2-(Methanesulfonyloxy)ethyl]benzofurazan), N1CCNCC1 (piperazine). The product is N1=C2C(=NO1)C=C(C=C2)CCN2CCNCC2 (1-[2-benzofurazan-5-yl-ethyl]piperazine). Solvent: CN(C)C=O (DMF). Procedure: 5-[2-(Methanesulfonyloxy)ethyl]benzofurazan (242 mg, 1 mmol) and piperazine (0.86 g, 10 mmol) in DMF (9 ml) were stirred together at room temperature for 19 hours. The solvent was evaporated under reduced pressure and the residue was purified by flash column chromatography on silica gel eluting with CH2Cl2 /CH3OH/NH3 (Aq.); 90:10:1 to give the piperazine as a yellow solid (225 mg, 97%). Reaction SMILES: CS(O[CH2:6][CH2:7][C:8]1[CH:9]=[CH:10][C:11]2[C:12]([CH:16]=1)=[N:13][O:14][N:15]=2)(=O)=O.[NH:17]1[CH2:22][CH2:21][NH:20][CH2:19][CH2:18]1>CN(C=O)C>[N:15]1[O:14][N:13]=[C:12]2[CH:16]=[C:8]([CH2:7][CH2:6][N:17]3[CH2:22][CH2:21][NH:20][CH2:19][CH2:18]3)[CH:9]=[CH:10][C:11]=12. The product is COCOc1ccc(Br)cc1C(=O)c1ncccc1C1OCCO1. The reactants are COCOc1ccc(Br)cc1C(C#N)c1ncccc1C1OCCO1, O=C([O-])[O-], [K+], [K+], CN(C)C=O, O. RXN SMILES: [Br:6][c:7]1[cH:8][cH:9][c:10]([O:27][CH2:28][O:29][CH3:30])[c:11]([CH:12]([C:13]#[N:14])[c:15]2[n:16][cH:17][cH:18][cH:19][c:20]2[CH:21]2[O:22][CH2:23][CH2:24][O:25]2)[cH:26]1.[C:31](=[O:32])([O-:33])[O-:34].[K+:35].[K+:36].[O:1]=[CH:2][N:3]([CH3:4])[CH3:5].[OH2:37]>>[O:1]=[C:12]([c:11]1[c:10]([O:27][CH2:28][O:29][CH3:30])[cH:9][cH:8][c:7]([Br:6])[cH:26]1)[c:15]1[n:16][cH:17][cH:18][cH:19][c:20]1[CH:21]1[O:22][CH2:23][CH2:24][O:25]1. Solvent: O1CCCC1 (THF), O1CCCC1 (tetrahydrofuran). As a reaction SMILES: [Li]CCCC.[CH2:6]([C:12]1[O:13][CH:14]=[CH:15][CH:16]=1)[CH2:7][CH2:8][CH2:9][CH2:10][CH3:11].[I:17]I.O>O1CCCC1>[CH2:6]([C:12]1[O:13][C:14]([I:17])=[CH:15][CH:16]=1)[CH2:7][CH2:8][CH2:9][CH2:10][CH3:11]. The product is C(CCCCC)C=1OC(=CC1)I (2-hexyl-5-iodofuran). The yield is 76.2%. Procedure: A solution of n-BuLi (24.7 mL, 1.6 M in hexanes, 39.5 mmol, 1.4 equivalents) was added dropwise to a solution of 2-hexylfuran (4.3 g, 28.3 mmol) in dry tetrahydrofuran (THF, 50 mL) at −78° C. under N2. The reaction mixture was warmed to 0° C., stirred for 10 min and cooled again to −78° C. To this solution was added slowly iodine (9.3 g, 36.7 mmol) in 25 mL of THF, and the solution was warmed slowly to 0° C. and stirred for 2 h at 0° C. After addition of 100 mL of water, the solution was extract... Run at temperature 0 celsius, time 10 minute. Starting materials: II (iodine), O (water), [Li]CCCC (n-BuLi), C(CCCCC)C=1OC=CC1 (2-hexylfuran). Reactants: Cl (HCl), [BH4-].[Na+] (NaBH4), CC1C(C2=CC=CC(=C2C1)C=1C=NC2=CC=CC=C2C1)=O (2-methyl-4-(3-quinolyl)-1-indanone), ice. The solvent is C1CCOC1.CO (THF methanol). Reaction conditions: time 18 hour. The product is CC=1CC2=C(C=CC=C2C1)C=1C=NC2=CC=CC=C2C1 (2-methyl-7-(3-quinolyl)indene). The yield is 76.0%. As a reaction SMILES: [BH4-].[Na+].[CH3:3][CH:4]1[CH2:12][C:11]2[C:6](=[CH:7][CH:8]=[CH:9][C:10]=2[C:13]2[CH:14]=[N:15][C:16]3[C:21]([CH:22]=2)=[CH:20][CH:19]=[CH:18][CH:17]=3)[C:5]1=O.Cl>C1COCC1.CO>[CH3:3][C:4]1[CH2:12][C:11]2[C:6]([CH:5]=1)=[CH:7][CH:8]=[CH:9][C:10]=2[C:13]1[CH:14]=[N:15][C:16]2[C:21]([CH:22]=1)=[CH:20][CH:19]=[CH:18][CH:17]=2 |f:0.1,4.5|. Reported procedure: 11.3 g (0.3 mol) of NaBH4 were added in portions at 0° C. to a solution of 64 g (0.23 mol) of 2-methyl-4-(3-quinolyl)-1-indanone in 600 cm3 of THF/methanol 2:1 and the mixture was stirred for 18 hours at room temperature. The reaction mixture was poured onto 1000 g of ice, admixed with concentrated aqueous HCl to a pH of 1 and extracted a number of times with Et2O. The combined organic phases were washed with saturated aqueous NaHCO3 solution and saturated aqueous NaCl solution. The solvent was ...